Dataset: the Open Reaction Database (ORD), a public repository of structured organic reaction records. Task: describe an organic reaction: reactants, conditions, products, and yield Starting materials: FC(C(F)(F)F)(C1=CC=C2C=CN=C(C2=C1)NCC(=O)NC1CN(C1)C(=O)OC(C)(C)C)F (tert-butyl 3-(2-[[7-(pentafluoroethyl)isoquinolin-1-yl]amino]acetamido)azetidine-1-carboxylate), C(=O)(C(F)(F)F)O (TFA). Solvent: ClCCl (dichloromethane). Conditions: temperature 0 celsius, time 5 hour. Product: N1CC(C1)NC(CNC1=NC=CC2=CC=C(C=C12)C(C(F)(F)F)(F)F)=O (N-(azetidin-3-yl)-2-[[7-(pentafluoroethyl)isoquinolin-1-yl]amino]acetamide). RXN SMILES: [F:1][C:2]([F:33])([C:7]1[CH:16]=[C:15]2[C:10]([CH:11]=[CH:12][N:13]=[C:14]2[NH:17][CH2:18][C:19]([NH:21][CH:22]2[CH2:25][N:24](C(OC(C)(C)C)=O)[CH2:23]2)=[O:20])=[CH:9][CH:8]=1)[C:3]([F:6])([F:5])[F:4].C(O)(C(F)(F)F)=O>ClCCl>[NH:24]1[CH2:25][CH:22]([NH:21][C:19](=[O:20])[CH2:18][NH:17][C:14]2[C:15]3[C:10](=[CH:9][CH:8]=[C:7]([C:2]([F:1])([F:33])[C:3]([F:6])([F:4])[F:5])[CH:16]=3)[CH:11]=[CH:12][N:13]=2)[CH2:23]1. Procedure details: Into a 8 mL sealed tube, was placed a solution of tert-butyl 3-(2-[[7-(pentafluoroethyl)isoquinolin-1-yl]amino]acetamido)azetidine-1-carboxylate (as prepared in the previous step, 100 mg, 0.21 mmol, 1.00 equiv) in dichloromethane (5 mL), TFA (0.5 g). The resulting solution was stirred for 5 h at 0° C. The resulting mixture was concentrated under vacuum. The residue was washed with 3×5 mL of ether. This resulted in 0.12 g (crude) of N-(azetidin-3-yl)-2-[[7-(pentafluoroethyl)isoquinolin-1-yl]amino... RXN SMILES: [CH2:10]([c:11]1[cH:12][cH:13][cH:14][cH:15][cH:16]1)[N:17]1[CH2:18][CH:19]([CH2:23][O:24][S:25](=[O:26])(=[O:27])[c:28]2[cH:29][cH:30][c:31]([CH3:34])[cH:32][cH:33]2)[O:20][CH2:21][CH2:22]1.[CH3:1][O:2][c:3]1[cH:4][c:5]([NH2:6])[cH:7][cH:8][cH:9]1>>[CH3:1][O:2][c:3]1[cH:4][c:5]([NH:6][CH2:23][CH:19]2[CH2:18][N:17]([CH2:10][c:11]3[cH:12][cH:13][cH:14][cH:15][cH:16]3)[CH2:22][CH2:21][O:20]2)[cH:7][cH:8][cH:9]1.[O:24]=[S:25](=[O:26])([OH:27])[c:28]1[cH:29][cH:30][c:31]([CH3:34])[cH:32][cH:33]1. Starting materials: Cc1ccc(S(=O)(=O)OCC2CN(Cc3ccccc3)CCO2)cc1, COc1cccc(N)c1. The product is COc1cccc(NCC2CN(Cc3ccccc3)CCO2)c1, Cc1ccc(S(=O)(=O)O)cc1. Reactants: CC(CC(=O)N[C@H]1C(N(C2=C(CC1)C=CC=C2)CC2=CC=C(C=C2)C=2C(=CC=CC2)C(=O)O)=O)(C)NC(=O)OOCC2=CC=CC=C2 (4'-[[2,3,4,5-tetrahydro-3(R)-[[3-methyl-1-oxo-3-[[(benzyloxyoxy)carbonyl]amino]butyl]amino]-2-oxo-1H-1-benzazepin-1-yl]methyl][1,1'-biphenyl]-2-carboxylic acid), COC1=CC=C(CN)C=C1 (4-methoxybenzylamine), C45H46N4O6. Product: COC1=CC=C(C=C1)CNC(=O)C=1C(=CC=CC1)C1=CC=C(C=C1)CN1C([C@@H](CCC2=C1C=CC=C2)NC(CC(C)(C)NC(=O)OCC2=CC=CC=C2)=O)=O (N-[(4-Methoxyphenyl)methyl]-4'-[[3(R)-[[3-(benzyloxycarbonyl)amino-3-methyl-1-oxo-butyl]amino]-2,3,4,5-tetrahydro-2-oxo-1H-1-benzazepin-1-yl]methyl][1,1'-biphenyl]-2-carboxamide). As a reaction SMILES: [CH3:1][C:2]([NH:36][C:37]([O:39]OCC1C=CC=CC=1)=[O:38])([CH3:35])[CH2:3][C:4]([NH:6][C@@H:7]1[CH2:13][CH2:12][C:11]2[CH:14]=[CH:15][CH:16]=[CH:17][C:10]=2[N:9]([CH2:18][C:19]2[CH:24]=[CH:23][C:22]([C:25]3[C:26]([C:31]([OH:33])=O)=[CH:27][CH:28]=[CH:29][CH:30]=3)=[CH:21][CH:20]=2)[C:8]1=[O:34])=[O:5].[CH3:48][O:49][C:50]1[CH:57]=[CH:56][C:53]([CH2:54][NH2:55])=[CH:52][CH:51]=1>>[CH3:48][O:49][C:50]1[CH:57]=[CH:56][C:53]([CH2:54][NH:55][C:31]([C:26]2[C:25]([C:22]3[CH:21]=[CH:20][C:19]([CH2:18][N:9]4[C:10]5[CH:17]=[CH:16][CH:15]=[CH:14][C:11]=5[CH2:12][CH2:13][C@@H:7]([NH:6][C:4](=[O:5])[CH2:3][C:2]([NH:36][C:37]([O:39][CH2:12][C:11]5[CH:14]=[CH:15][CH:16]=[CH:17][CH:10]=5)=[O:38])([CH3:35])[CH3:1])[C:8]4=[O:34])=[CH:24][CH:23]=3)=[CH:30][CH:29]=[CH:28][CH:27]=2)=[O:33])=[CH:52][CH:51]=1. Procedure: The title compound was prepared from 4'-[[2,3,4,5-tetrahydro-3(R)-[[3-methyl-1-oxo-3-[[(benzyloxyoxy)carbonyl]amino]butyl]amino]-2-oxo-1H-1-benzazepin-1-yl]methyl][1,1'-biphenyl]-2-carboxylic acid (Example 72, Step B) and 4-methoxybenzylamine by the procedure described in Example 74, Step A. 1H NMR (200 MHz,CD3OD) 1.40 (s,6H), 2.00 (m,1H), 2.31 (m,1H), 2.50-2.75 (m,4H), 3.82 (s,3H), 4.27 (s,2H), 4.43 (dd;7,11 Hz;1H), 4.95 (d,15 Hz,1H), 5.05 (d,12 Hz,1H), 5.15 (d,12 Hz,1H), 5.37 (d,15 Hz,1H), 6.8... Reactants: CI (methyl iodide), CC1=C(C=CC=C1)N(O)C(CC)=O (N-(2-methylphenyl)-N-propionyl-hydroxylamine), [H-].[Na+] (NaH). The solvent is O (water), CN(C=O)C (dimethylformamide), CN(C=O)C (dimethylformamide). Conditions: time 8 hour. Product: CON(C(CC)=O)C1=C(C=CC=C1)C (O-Methyl-N-(2-methylphenyl)-N-propionyl-hydroxylamine). As a reaction SMILES: [CH3:1][C:2]1[CH:7]=[CH:6][CH:5]=[CH:4][C:3]=1[N:8]([C:10](=[O:13])[CH2:11][CH3:12])[OH:9].[H-].[Na+].[CH3:16]I>CN(C)C=O.O>[CH3:16][O:9][N:8]([C:3]1[CH:4]=[CH:5][CH:6]=[CH:7][C:2]=1[CH3:1])[C:10](=[O:13])[CH2:11][CH3:12] |f:1.2|. Reported procedure: At 25 to 30° C., a solution of 22.7 g (0.127 mol) (Example 6a) of N-(2-methylphenyl)-N-propionyl-hydroxylamine in 50 ml of dimethylformamide is dripped into a stirred mixture of 3.4 g (0.14 mol) of NaH in 150 ml of dimethylformamide. After completion of gas evolution (15 mins) 18.4 g (0.13 mol) of methyl iodide is added and the mixture is stirred overnight at room temperature. The reaction mixture is then diluted with water and the aqueous phase is extracted three times with methyl tert-butyl et... Reactants: ( II ), C(=O)C1=C(C(=C(C(=O)OCC)C(=C1)C)C)NC(C1=C(C=CC=C1)F)=O (ethyl 4-formyl-2,6-dimethyl-3-(o-fluorobenzoylamino)benzoate), N (ammonia). Yields the product FC1=C(C=CC=C1)C1=NC2=C(C(=C(C=C2C=N1)C)C(=O)OCC)C (2-(o-fluorophenyl)-7-ethoxycarbonyl-6,8-dimethylquinazoline). The yield is 28.0%. Reaction SMILES: [CH:1]([C:3]1[CH:13]=[C:12]([CH3:14])[C:6]([C:7]([O:9][CH2:10][CH3:11])=[O:8])=[C:5]([CH3:15])[C:4]=1[NH:16][C:17](=O)[C:18]1[CH:23]=[CH:22][CH:21]=[CH:20][C:19]=1[F:24])=O.[NH3:26]>>[F:24][C:19]1[CH:20]=[CH:21][CH:22]=[CH:23][C:18]=1[C:17]1[N:26]=[CH:1][C:3]2[C:4](=[C:5]([CH3:15])[C:6]([C:7]([O:9][CH2:10][CH3:11])=[O:8])=[C:12]([CH3:14])[CH:13]=2)[N:16]=1. Procedure details: Instead of the compound of formula (II) used in Example 1, ethyl 4-formyl-2,6-dimethyl-3-(o-fluorobenzoylamino)benzoate was used and reacted with ammonia in the same way as in Example 1. The reaction product was chromatographed on a silica gel column in the same way as in Example 1. The solvent was evaporated, and the residue was recrystallized from ethanol/water to give 2-(o-fluorophenyl)-7-ethoxycarbonyl-6,8-dimethylquinazoline having a melting point of 98° to 100° C. in a yield of 28%. Reactants: COC(=O)c1cc2ccc(OCc3ccccc3)cc2[nH]1, Cl, [K+], C1COCCO1, [OH-], O. The product is O=C(O)c1cc2ccc(OCc3ccccc3)cc2[nH]1. Reaction SMILES: [CH2:1]([c:2]1[cH:3][cH:4][cH:5][cH:6][cH:7]1)[O:8][c:9]1[cH:10][cH:11][c:12]2[cH:13][c:14]([C:18](=[O:19])[O:20][CH3:21])[nH:15][c:16]2[cH:17]1.[ClH:25].[K+:24].[O:26]1[CH2:27][CH2:28][O:29][CH2:30][CH2:31]1.[OH-:23].[OH2:22]>>[CH2:1]([c:2]1[cH:3][cH:4][cH:5][cH:6][cH:7]1)[O:8][c:9]1[cH:10][cH:11][c:12]2[cH:13][c:14]([C:18](=[O:19])[OH:20])[nH:15][c:16]2[cH:17]1. Reactants: C1(=CC=CC=C1)C (toluene), C(=C)C1C2C=CC(C1)C2 (5-vinyl-2-norbornene), C(O)([O-])=O.[NH4+] (ammonium hydrogencarbonate), C(=C)C1C2C=CC(C1)C2 (5-vinyl-2-norbornene), CO[SiH](OC)OC (trimethoxysilane). Conditions: time 1 hour. Yields the product CO[Si](CCC1C2C=CC(C1)C2)(OC)OC (5-(2-trimethoxysilylethyl)-2-norbornene), C(=C)C1C2CCC(C1)(C2)[Si](OC)(OC)OC (5-vinylnorbornyltrimethoxysilane), olefin. RXN SMILES: [CH:1]([CH:3]1[CH2:8][CH:7]2[CH2:9][CH:4]1[CH:5]=[CH:6]2)=[CH2:2].C1(C)C=CC=CC=1.C(=O)([O-])O.[NH4+].[CH3:22][O:23][SiH:24]([O:27][CH3:28])[O:25][CH3:26]>>[CH3:22][O:23][Si:24]([O:27][CH3:28])([O:25][CH3:26])[CH2:2][CH2:1][CH:3]1[CH2:8][CH:7]2[CH2:9][CH:4]1[CH:5]=[CH:6]2.[CH:1]([CH:3]1[CH2:8][C:7]2([Si:24]([O:27][CH3:28])([O:25][CH3:26])[O:23][CH3:22])[CH2:9][CH:4]1[CH2:5][CH2:6]2)=[CH2:2] |f:2.3|. Reported procedure: A flask equipped with a thermometer, condenser, stirrer and dropping funnel was charged with 120 g (1.0 mole) of 5-vinyl-2-norbornene, an amount (1×10−4 mole of platinum atoms per mole of 5-vinyl-2-norbornene) of toluene solution of platinum-1,3-divinyl-1,1,3,3-tetramethyldisiloxane complex, and 0.4 g (0.005 mole) of ammonium hydrogencarbonate. To the flask at an internal temperature of 55-65° C., 124 g (1.0 mole) of trimethoxysilane was added dropwise over 4 hours. The contents were stirred for... The reactants are NC1=CC2=C(NC(CO2)=O)C=C1 (7-amino-4H-benzo[1,4]oxazine-3-one), ClCC(=O)N1CCC(CC1)CC1=CC=CC=C1 (2-chloro-1-(4-benzyl-piperidin-1-yl)-ethanone), C(C)OCC (diethylether). The product is C(C1=CC=CC=C1)C1CCN(CC1)C(C=O)NC1=CC2=C(NC(CO2)=O)C=C1 (2-(4-Benzyl-piperidin-1-yl)-2-(3-oxo-3,4-dihydro-2H-benzo[1,4]oxazine-7-yl-amino)-ethanone). As a reaction SMILES: [NH2:1][C:2]1[CH:12]=[CH:11][C:5]2[NH:6][C:7](=[O:10])[CH2:8][O:9][C:4]=2[CH:3]=1.Cl[CH2:14][C:15]([N:17]1[CH2:22][CH2:21][CH:20]([CH2:23][C:24]2[CH:29]=[CH:28][CH:27]=[CH:26][CH:25]=2)[CH2:19][CH2:18]1)=O.C([O:32]CC)C>>[CH2:23]([CH:20]1[CH2:21][CH2:22][N:17]([CH:15]([NH:1][C:2]2[CH:12]=[CH:11][C:5]3[NH:6][C:7](=[O:10])[CH2:8][O:9][C:4]=3[CH:3]=2)[CH:14]=[O:32])[CH2:18][CH2:19]1)[C:24]1[CH:29]=[CH:28][CH:27]=[CH:26][CH:25]=1. Procedure details: The title compound is prepared from 7-amino-4H-benzo[1,4]oxazine-3-one and 2-chloro-1-(4-benzyl-piperidin-1-yl)-ethanone (Example 200a) according to the method described in Example 142b. Melting Point: 172-175° C. (diethylether). Reactants: CCOC(=O)c1cccc(NC(=O)NC2CN(C3CCCCC3)c3ccc(C)cc3N(CC(=O)C(C)(C)C)C2=O)c1, CO, [Li+], [OH-], O. Yields the product Cc1ccc2c(c1)N(CC(=O)C(C)(C)C)C(=O)C(NC(=O)Nc1cccc(C(=O)O)c1)CN2C1CCCCC1. Reaction SMILES: [C:1]([CH3:2])([CH3:3])([CH3:4])[C:5](=[O:6])[CH2:7][N:8]1[C:9](=[O:41])[CH:10]([NH:26][C:27](=[O:28])[NH:29][c:30]2[cH:31][c:32]([C:36](=[O:37])[O:38][CH2:39][CH3:40])[cH:33][cH:34][cH:35]2)[CH2:11][N:12]([CH:20]2[CH2:21][CH2:22][CH2:23][CH2:24][CH2:25]2)[c:13]2[c:14]1[cH:15][c:16]([CH3:19])[cH:17][cH:18]2.[CH3:45][OH:46].[Li+:44].[OH-:43].[OH2:42]>>[C:1]([CH3:2])([CH3:3])([CH3:4])[C:5](=[O:6])[CH2:7][N:8]1[C:9](=[O:41])[CH:10]([NH:26][C:27](=[O:28])[NH:29][c:30]2[cH:31][c:32]([C:36](=[O:37])[OH:38])[cH:33][cH:34][cH:35]2)[CH2:11][N:12]([CH:20]2[CH2:21][CH2:22][CH2:23][CH2:24][CH2:25]2)[c:13]2[c:14]1[cH:15][c:16]([CH3:19])[cH:17][cH:18]2.